Dataset: the Open Reaction Database (ORD), a public repository of structured organic reaction records. Task: describe an organic reaction: reactants, conditions, products, and yield Starting materials: [H-].[H-].[H-].[H-].[Li+].[Al+3] (LiAlH4), O (water), C(CC)[C@@H]1CC[C@H](CC1)C(=O)O (Trans-4-n-propylcyclohexane carboxylic acid), Cl (hydrochloric acid), [H-].[H-].[H-].[H-].[Li+].[Al+3] (LiAlH4). The solvent is CCOCC (ether), CCOCC (ether). Product: C(CC)[C@@H]1CC[C@H](CC1)CO (trans-4-n-propylcyclohexylmethanol). Reaction SMILES: [CH2:1]([C@H:4]1[CH2:9][CH2:8][C@H:7]([C:10](O)=[O:11])[CH2:6][CH2:5]1)[CH2:2][CH3:3].[H-].[H-].[H-].[H-].[Li+].[Al+3].O.Cl>CCOCC>[CH2:1]([C@H:4]1[CH2:9][CH2:8][C@H:7]([CH2:10][OH:11])[CH2:6][CH2:5]1)[CH2:2][CH3:3] |f:1.2.3.4.5.6|. Reported procedure: Trans-4-n-propylcyclohexane carboxylic acid (23.8 g, 0.14 mole), was dissolved in 150 ml of dry ether and added dropwise with stirring into a suspension of 11.4 g (0.3 mole) of LiAlH4 in 300 ml of ether. After the addition the mixture was heated for 2 hours at reflux, and then the supernatant LiAlH4 was decomposed with water while being cooled. The reaction mixture was then poured onto 20% hydrochloric acid and stirred until the inorganic salts dissolved. The product of formula (31) was extracte... Reactants: C1=CC=CC=2OC(OC3=C(C4(C21)CC4)C=CC=C3)C(=O)O (spiro(cyclopropane-1,12'(12'H)-dibenzo[d,g][1,3]dioxocin)-6'-carboxylic acid), CO (methanol), S(O)(O)(=O)=O (sulfuric acid). Run at time 3 hour. Yields the product C1=CC=CC=2OC(OC3=C(C4(C21)CC4)C=CC=C3)C(=O)OC (Methyl Spiro(cyclopropane-1,12'(12'H)-dibenzo[d,g][1,3]dioxocin)-6'-carboxylate). As a reaction SMILES: [CH:1]1[C:12]2[C:11]3([CH2:14][CH2:13]3)[C:10]3[CH:15]=[CH:16][CH:17]=[CH:18][C:9]=3[O:8][CH:7]([C:19]([OH:21])=[O:20])[O:6][C:5]=2[CH:4]=[CH:3][CH:2]=1.S(=O)(=O)(O)O.[CH3:27]O>>[CH:15]1[C:10]2[C:11]3([CH2:13][CH2:14]3)[C:12]3[CH:1]=[CH:2][CH:3]=[CH:4][C:5]=3[O:6][CH:7]([C:19]([O:21][CH3:27])=[O:20])[O:8][C:9]=2[CH:18]=[CH:17][CH:16]=1. Procedure: The crude spiro(cyclopropane-1,12'(12'H)-dibenzo[d,g][1,3]dioxocin)-6'-carboxylic acid from Example 3 was dissolved in 500 ml of methanol and 2.0 ml of sulfuric acid added. The mixture was heated at reflux and stirred for 3 hours. About half of the methanol was removed by evaporation under reduced pressure and the remaining solution was diluted with 1.5 1 of ether. The solution obtained was extracted several times with water and then with brine and was then dried over magnesium sulfate, filtered... Yields the product CC(C)(C)OC(=O)C=Cc1cccc(CO)c1. As a reaction SMILES: [BH4-:18].[CH3:20][OH:21].[CH:1](=[O:2])[c:3]1[cH:4][c:5]([CH:9]=[CH:10][C:11](=[O:12])[O:13][C:14]([CH3:15])([CH3:16])[CH3:17])[cH:6][cH:7][cH:8]1.[Na+:19]>>[CH2:1]([OH:2])[c:3]1[cH:4][c:5]([CH:9]=[CH:10][C:11](=[O:12])[O:13][C:14]([CH3:15])([CH3:16])[CH3:17])[cH:6][cH:7][cH:8]1. Starting materials: [BH4-], CO, CC(C)(C)OC(=O)C=Cc1cccc(C=O)c1, [Na+]. The product is CCCc1cc2c(C(F)(F)F)c(C#N)ccc2n1Cc1noc(-c2cccs2)n1. Reaction SMILES: [Br:25][CH2:26][c:27]1[n:28][o:29][c:30](-[c:32]2[s:33][cH:34][cH:35][cH:36]2)[n:31]1.[C:19](=[O:20])([O-:21])[O-:22].[CH2:1]([CH2:2][CH3:3])[c:4]1[nH:5][c:6]2[cH:7][cH:8][c:9]([C:17]#[N:18])[c:10]([C:13]([F:14])([F:15])[F:16])[c:11]2[cH:12]1.[CH3:37][C:38]#[N:39].[Cs+:23].[Cs+:24]>>[CH2:1]([CH2:2][CH3:3])[c:4]1[n:5]([CH2:26][c:27]2[n:28][o:29][c:30](-[c:32]3[s:33][cH:34][cH:35][cH:36]3)[n:31]2)[c:6]2[cH:7][cH:8][c:9]([C:17]#[N:18])[c:10]([C:13]([F:14])([F:15])[F:16])[c:11]2[cH:12]1. The reactants are BrCc1noc(-c2cccs2)n1, O=C([O-])[O-], CCCc1cc2c(C(F)(F)F)c(C#N)ccc2[nH]1, CC#N, [Cs+], [Cs+]. The reactants are CCNC(=O)Nc1ncnc2c1ncn2C1OC(CCC(=O)OC)C2OC(C=Cc3ccccc3)OC21, CC(=O)O, [Li+], C1CCOC1, [OH-], O. The product is CCNC(=O)Nc1ncnc2c1ncn2C1OC(CCC(=O)O)C2OC(C=Cc3ccccc3)OC21. RXN SMILES: [CH3:1][O:2][C:3]([CH2:4][CH2:5][CH:6]1[O:7][CH:8]([n:22]2[c:23]3[n:24][cH:25][n:26][c:27]([NH:31][C:32](=[O:33])[NH:34][CH2:35][CH3:36])[c:28]3[n:29][cH:30]2)[CH:9]2[O:10][CH:11]([CH:14]=[CH:15][c:16]3[cH:17][cH:18][cH:19][cH:20][cH:21]3)[O:12][CH:13]12)=[O:37].[CH3:41][C:42](=[O:43])[OH:44].[Li+:39].[O:45]1[CH2:46][CH2:47][CH2:48][CH2:49]1.[OH-:40].[OH2:38]>>[O:2]=[C:3]([CH2:4][CH2:5][CH:6]1[O:7][CH:8]([n:22]2[c:23]3[n:24][cH:25][n:26][c:27]([NH:31][C:32](=[O:33])[NH:34][CH2:35][CH3:36])[c:28]3[n:29][cH:30]2)[CH:9]2[O:10][CH:11]([CH:14]=[CH:15][c:16]3[cH:17][cH:18][cH:19][cH:20][cH:21]3)[O:12][CH:13]12)[OH:37].